Dataset: the Open Reaction Database (ORD), a public repository of structured organic reaction records. Task: describe an organic reaction: reactants, conditions, products, and yield Reactants: CCSc1cc(SCC)cc(S(=O)(=O)c2ccc(N)cc2)c1, CCOC(=O)Cl, c1ccncc1. The product is CCOC(=O)Nc1ccc(S(=O)(=O)c2cc(SCC)cc(SCC)c2)cc1. RXN SMILES: [CH2:1]([CH3:2])[S:3][c:4]1[cH:5][c:6]([S:13](=[O:14])(=[O:15])[c:16]2[cH:17][cH:18][c:19]([NH2:22])[cH:20][cH:21]2)[cH:7][c:8]([S:10][CH2:11][CH3:12])[cH:9]1.[Cl:23][C:24](=[O:25])[O:26][CH2:27][CH3:28].[cH:29]1[cH:30][cH:31][n:32][cH:33][cH:34]1>>[CH2:1]([CH3:2])[S:3][c:4]1[cH:5][c:6]([S:13](=[O:14])(=[O:15])[c:16]2[cH:17][cH:18][c:19]([NH:22][C:24](=[O:25])[O:26][CH2:27][CH3:28])[cH:20][cH:21]2)[cH:7][c:8]([S:10][CH2:11][CH3:12])[cH:9]1. Reactants: CCCC(O)C=C=C1C(C)CCC(C)C1(C)C, CCOC(C)=O, [H][H], [Pd]. Yields the product CCCC(O)CCC1C(C)CCC(C)C1(C)C. Reaction SMILES: [CH3:1][C:2]1([CH3:17])[C:3](=[C:10]=[CH:11][CH:12]([CH2:13][CH2:14][CH3:15])[OH:16])[CH:4]([CH3:9])[CH2:5][CH2:6][CH:7]1[CH3:8].[CH3:20][CH2:21][O:22][C:23](=[O:24])[CH3:25].[H:18][H:19].[Pd:26]>>[CH3:1][C:2]1([CH3:17])[CH:3]([CH2:10][CH2:11][CH:12]([CH2:13][CH2:14][CH3:15])[OH:16])[CH:4]([CH3:9])[CH2:5][CH2:6][CH:7]1[CH3:8].